Dataset: the Open Reaction Database (ORD), a public repository of structured organic reaction records. Task: describe an organic reaction: reactants, conditions, products, and yield Reactants: ClC1=C(C=C(C=C1)NCCNCC(=O)OC(C)(C)C)C(NCC12CC3CC(CC(C1)C3)C2)=O ([2-[4-chloro-3-(tricyclo[3.3.1.13,7]dec-1-ylmethyl)carbamoyl-phenylamino]-ethylamino]-acetic acid, 1,1-dimethylethyl ester), Cl (HCl), solution. Solvent: O1CCOCC1 (dioxane). Conditions: time 48 hour. Product: Cl.ClC1=C(C=C(C=C1)NCCNCC(=O)O)C(NCC12CC3CC(CC(C1)C3)C2)=O ([2-[4-Chloro-3-(tricyclo[3.3.1.13,7]dec-1-ylmethyl)carbamoyl-phenylamino]-ethylamino]-acetic Acid, hydrochloride). The yield is 12.5%. As a reaction SMILES: [Cl:1][C:2]1[CH:7]=[CH:6][C:5]([NH:8][CH2:9][CH2:10][NH:11][CH2:12][C:13]([O:15]C(C)(C)C)=[O:14])=[CH:4][C:3]=1[C:20](=[O:33])[NH:21][CH2:22][C:23]12[CH2:32][CH:27]3[CH2:28][CH:29]([CH2:31][CH:25]([CH2:26]3)[CH2:24]1)[CH2:30]2.Cl>O1CCOCC1>[ClH:1].[Cl:1][C:2]1[CH:7]=[CH:6][C:5]([NH:8][CH2:9][CH2:10][NH:11][CH2:12][C:13]([OH:15])=[O:14])=[CH:4][C:3]=1[C:20](=[O:33])[NH:21][CH2:22][C:23]12[CH2:30][CH:29]3[CH2:31][CH:25]([CH2:26][CH:27]([CH2:28]3)[CH2:32]1)[CH2:24]2 |f:3.4|. Procedure details: To [2-[4-chloro-3-(tricyclo[3.3.1.13,7]dec-1-ylmethyl)carbamoyl-phenylamino]-ethylamino]-acetic acid, 1,1-dimethylethyl ester (0.10 g, Example 2a) was added a solution of HCl in dioxane (5 ml of a 4M solution) and reaction mixture stirred at room temperature for 48 h before concentration under reduced pressure. The residue was recrystallised twice from propan-2-ol/ethyl acetate/ether mixture to afford the title compound as a white solid (0.006 g). Reactants: COC1=C(CN2C(C(NCC2)=O)=O)C=CC(=C1)OC (1-(2,4-dimethoxybenzyl)-2,3-dioxopiperazine), [H-].[Na+] (sodium hydride), BrCCCOC1=CC=C(C=C1)C(NC(=O)OCC1=CC=CC=C1)=N (1-bromo-3-(4-benzyloxycarbonylamidinophenoxy)propane). The solvent is CN(C=O)C (N,N-dimethylformamide). Reaction conditions: temperature 50 celsius, time 30 minute. The product is C(C1=CC=CC=C1)OC(=O)NC(=N)C1=CC=C(OCCCN2C(C(N(CC2)CC2=C(C=C(C=C2)OC)OC)=O)=O)C=C1 (4-(3-(4-benzyloxycarbonylamidinophenoxy)propyl]-1-(2,4-dimethoxybenzyl)-2,3-dioxopiperazine). Isolated yield 81.0%. RXN SMILES: [CH3:1][O:2][C:3]1[CH:17]=[C:16]([O:18][CH3:19])[CH:15]=[CH:14][C:4]=1[CH2:5][N:6]1[CH2:11][CH2:10][NH:9][C:8](=[O:12])[C:7]1=[O:13].[H-].[Na+].Br[CH2:23][CH2:24][CH2:25][O:26][C:27]1[CH:32]=[CH:31][C:30]([C:33](=[NH:45])[NH:34][C:35]([O:37][CH2:38][C:39]2[CH:44]=[CH:43][CH:42]=[CH:41][CH:40]=2)=[O:36])=[CH:29][CH:28]=1>CN(C)C=O>[CH2:38]([O:37][C:35]([NH:34][C:33]([C:30]1[CH:29]=[CH:28][C:27]([O:26][CH2:25][CH2:24][CH2:23][N:9]2[CH2:10][CH2:11][N:6]([CH2:5][C:4]3[CH:14]=[CH:15][C:16]([O:18][CH3:19])=[CH:17][C:3]=3[O:2][CH3:1])[C:7](=[O:13])[C:8]2=[O:12])=[CH:32][CH:31]=1)=[NH:45])=[O:36])[C:39]1[CH:40]=[CH:41][CH:42]=[CH:43][CH:44]=1 |f:1.2|. Procedure: In 10 ml of N,N-dimethylformamide was dissolved 1.00 g of 1-(2,4-dimethoxybenzyl)-2,3-dioxopiperazine, and 0.17 g of sodium hydride (60%, oil) was added to the solution, followed by stirring at 50° C. for 30 minutes. Then, the reaction mixture was cooled to room temperature, after which 1.48 g of 1-bromo-3-(4-benzyloxycarbonylamidinophenoxy)propane was added thereto and the resulting mixture was stirred overnight at the same temperature. The solvent was distilled off under reduced pressure and t... The reactants are CCOC(=O)c1cn2c3c(c(C4(NC(=O)OCc5ccccc5)CC4)c(F)cc3c1=O)OCC2COC1CCCCO1, CCO, O, Cc1ccc(S(=O)(=O)O)cc1. The product is CCOC(=O)c1cn2c3c(c(C4(NC(=O)OCc5ccccc5)CC4)c(F)cc3c1=O)OCC2CO. Reaction SMILES: [CH2:1]([c:2]1[cH:3][cH:4][cH:5][cH:6][cH:7]1)[O:8][C:9](=[O:10])[NH:11][C:12]1([c:15]2[c:16]([F:42])[cH:17][c:18]3[c:19]4[n:20]([cH:33][c:34]([C:37](=[O:38])[O:39][CH2:40][CH3:41])[c:35]3=[O:36])[CH:21]([CH2:25][O:26][CH:27]3[CH2:28][CH2:29][CH2:30][CH2:31][O:32]3)[CH2:22][O:23][c:24]24)[CH2:13][CH2:14]1.[CH3:55][CH2:56][OH:57].[OH2:43].[c:44]1([CH3:45])[cH:46][cH:47][c:48]([S:49]([OH:50])(=[O:51])=[O:52])[cH:53][cH:54]1>>[CH2:1]([c:2]1[cH:3][cH:4][cH:5][cH:6][cH:7]1)[O:8][C:9](=[O:10])[NH:11][C:12]1([c:15]2[c:16]([F:42])[cH:17][c:18]3[c:19]4[n:20]([cH:33][c:34]([C:37](=[O:38])[O:39][CH2:40][CH3:41])[c:35]3=[O:36])[CH:21]([CH2:25][OH:26])[CH2:22][O:23][c:24]24)[CH2:13][CH2:14]1.